From a dataset of the Open Reaction Database (ORD), a public repository of structured organic reaction records. describe an organic reaction: reactants, conditions, products, and yield The reactants are [Li+].[Cl-] (LiCl), C(C)OC(=O)C1=NNC(=C1)CCC (5-propyl-1H-pyrazole-3-carboxylic acid ethyl ester), C([O-])([O-])=O.[K+].[K+] (potassium carbonate), C(C)(C)(C)OC(C1=CC=C(C=C1)CBr)=O (4-Bromomethylbenzoic acid t-butyl ester). The solvent is CN(C)C=O (DMF). Run at time 16 hour. The product is C(C)OC(=O)C1=NN(C(=C1)CCC)CC1=CC=C(C=C1)C(=O)OC(C)(C)C (1-(4-t-Butoxycarbonyl-benzyl)-5-propyl-1H-pyrazole-3-carboxylic acid ethyl ester). As a reaction SMILES: [C:1]([O:5][C:6](=[O:15])[C:7]1[CH:12]=[CH:11][C:10]([CH2:13]Br)=[CH:9][CH:8]=1)([CH3:4])([CH3:3])[CH3:2].[CH2:16]([O:18][C:19]([C:21]1[CH:25]=[C:24]([CH2:26][CH2:27][CH3:28])[NH:23][N:22]=1)=[O:20])[CH3:17].C(=O)([O-])[O-].[K+].[K+].[Li+].[Cl-]>CN(C=O)C>[CH2:16]([O:18][C:19]([C:21]1[CH:25]=[C:24]([CH2:26][CH2:27][CH3:28])[N:23]([CH2:13][C:10]2[CH:11]=[CH:12][C:7]([C:6]([O:5][C:1]([CH3:4])([CH3:3])[CH3:2])=[O:15])=[CH:8][CH:9]=2)[N:22]=1)=[O:20])[CH3:17] |f:2.3.4,5.6|. Reported procedure: To the recovered intermediate (19a) (1.4 g, 5 mmol, 1.0 eq) dissolved into 15 mL DMF, was added 5-propyl-1H-pyrazole-3-carboxylic acid ethyl ester (910 mg, 5.0 mmol, 1.0 eq) and potassium carbonate (0.8 g, 5.5 mmol, 1.1 eq) and the mixture was stirred at room temperature for 16 hours. The mixture was then added to 50 mL of 10% aq. LiCl solution and extracted with 50 mL EtOAc. The organic was dried over MgSO4, and concentrated under reduced pressure to yield intermediate (19b) and its regioisomer...